describe an organic reaction: reactants, conditions, products, and yield From a dataset of the Open Reaction Database (ORD), a public repository of structured organic reaction records. The reactants are CC1=C(C=C(C=C1)NC(C1=CC(=CC=C1)C(F)(F)F)=O)C1=CC=C2C3=C(NC2=C1)N=CN=C3 (N-[4-methyl-3-(9H-pyrimido[4,5-b]indol-7-yl)phenyl]-3-(trifluoromethyl)benzamide), O1CCOCC1 (1,4-dioxane), [OH-].[Na+] (sodium hydroxide). Run in O (water). Run at temperature 100 celsius. The product is CC1=C(C=C(N)C=C1)C1=CC=C2C3=C(NC2=C1)N=CN=C3 (4-Methyl-3-(9H-pyrimido[4,5-b]indol-7-yl)aniline). The yield is 76.2%. RXN SMILES: [CH3:1][C:2]1[CH:7]=[CH:6][C:5]([NH:8]C(=O)C2C=CC=C(C(F)(F)F)C=2)=[CH:4][C:3]=1[C:21]1[CH:29]=[C:28]2[C:24]([C:25]3[CH:33]=[N:32][CH:31]=[N:30][C:26]=3[NH:27]2)=[CH:23][CH:22]=1.O1CCOCC1.[OH-].[Na+]>O>[CH3:1][C:2]1[CH:7]=[CH:6][C:5]([NH2:8])=[CH:4][C:3]=1[C:21]1[CH:29]=[C:28]2[C:24]([C:25]3[CH:33]=[N:32][CH:31]=[N:30][C:26]=3[NH:27]2)=[CH:23][CH:22]=1 |f:2.3|. Reported procedure: To N-[4-methyl-3-(9H-pyrimido[4,5-b]indol-7-yl)phenyl]-3-(trifluoromethyl)benzamide (442 mg, 0.990 mmol) was added 1,4-dioxane (2.0 mL) and water (2.0 mL) and sodium hydroxide (790 mg, 19.8 mmol). The resulting mixture was heated to 100° C. until LCMS indicated complete hydrolysis, typically 14-16 hours. The reaction was cooled to ambient temperature and the solvents were removed by evaporation. The residue was washed with water and the remaining solid was recovered by filtration, washed with ad... Run in CO (methanol). Run at time 8 hour. Isolated yield 74.7%. Procedure: To a solution of (E)-tert-butyl 3-(2-methoxyvinyl)-3,4-dihydroquinoline-1(2H)-carboxylate (225 mg, 0.778 mmol) in THF (5 mL) dilute HCl (0.2 ml, 6.58 mmol) was added. The reaction mixture was stirred overnight at RT. The progress of reaction was monitored by TLC. After completion of reaction methanol was evaporated under reduced pressure. Further it was purified by flash column chromatography (15% ethyl acetate in hexane) to get the title compound (160 mg, 30.4% yield); m/z-297.6 as Na+1. Product: O=CCC1CN(C2=CC=CC=C2C1)C(=O)OC(C)(C)C (tert-Butyl 3-(2-oxoethyl)-3,4-dihydroquinoline-1(2H)-carboxylate). The reactants are CO/C=C/C1CN(C2=CC=CC=C2C1)C(=O)OC(C)(C)C ((E)-tert-butyl 3-(2-methoxyvinyl)-3,4-dihydroquinoline-1(2H)-carboxylate), C1CCOC1 (THF). Reaction SMILES: C[O:2]/[CH:3]=[CH:4]/[CH:5]1[CH2:14][C:13]2[C:8](=[CH:9][CH:10]=[CH:11][CH:12]=2)[N:7]([C:15]([O:17][C:18]([CH3:21])([CH3:20])[CH3:19])=[O:16])[CH2:6]1.C1COCC1>CO>[O:2]=[CH:3][CH2:4][CH:5]1[CH2:14][C:13]2[C:8](=[CH:9][CH:10]=[CH:11][CH:12]=2)[N:7]([C:15]([O:17][C:18]([CH3:21])([CH3:20])[CH3:19])=[O:16])[CH2:6]1. Starting materials: C(=NC1CCCCC1)=NC1CCCCC1, ClCCl, NCCCNCCCCNCCCN, O=C(O)c1cccc(O)c1. The product is NCCCNCCCCNCCCNC(=O)c1cccc(O)c1. RXN SMILES: [CH:11]1([N:12]=[C:13]=[N:14][CH:15]2[CH2:16][CH2:17][CH2:18][CH2:19][CH2:20]2)[CH2:21][CH2:22][CH2:23][CH2:24][CH2:25]1.[Cl:40][CH2:41][Cl:42].[NH2:26][CH2:27][CH2:28][CH2:29][NH:30][CH2:31][CH2:32][CH2:33][CH2:34][NH:35][CH2:36][CH2:37][CH2:38][NH2:39].[OH:1][C:2](=[O:3])[c:4]1[cH:5][cH:6][cH:7][c:8]([OH:9])[cH:10]1>>[C:2](=[O:3])([c:4]1[cH:5][cH:6][cH:7][c:8]([OH:9])[cH:10]1)[NH:39][CH2:38][CH2:37][CH2:36][NH:35][CH2:34][CH2:33][CH2:32][CH2:31][NH:30][CH2:29][CH2:28][CH2:27][NH2:26]. Reactants: CCOCCOc1ccc(N)c([N+](=O)[O-])c1, CO, [H][H]. The product is CCOCCOc1ccc(N)c(N)c1. Reaction SMILES: [CH2:1]([CH3:2])[O:3][CH2:4][CH2:5][O:6][c:7]1[cH:8][c:9]([N+:14]([O-:15])=[O:16])[c:10]([NH2:11])[cH:12][cH:13]1.[CH3:19][OH:20].[H:17][H:18]>>[CH2:1]([CH3:2])[O:3][CH2:4][CH2:5][O:6][c:7]1[cH:8][c:9]([NH2:14])[c:10]([NH2:11])[cH:12][cH:13]1.